This data is from the Open Reaction Database (ORD), a public repository of structured organic reaction records. The task is: describe an organic reaction: reactants, conditions, products, and yield The reactants are C(C1=CC=CC=C1)OC1=C(C=CC(=C1)OCC1=CC=CC=C1)CC(=O)NCCCCCNC(CCNC(=O)OCC1=CC=CC=C1)=O (1-(2,4-dibenzyloxyphenylacetyl)amino-5-(3-benzyloxycarbonylaminopropionyl)aminopentane), C(C)(=O)O (acetic acid), CCOCC (ether), [H][H] (hydrogen). The reagents and catalysts are [C].[Pd] (palladiumcarbon). The solvent is C(C)O (ethanol). Conditions: time 4 hour. Product: C(C)(=O)O.OC1=C(C=CC(=C1)O)CC(=O)NCCCCCNC(CCN)=O (1-(2,4-dihydroxyphenylacetyl)amino-5-(3-aminopropionyl)aminopentane acetate). Reaction SMILES: C([O:8][C:9]1[CH:14]=[C:13]([O:15]CC2C=CC=CC=2)[CH:12]=[CH:11][C:10]=1[CH2:23][C:24]([NH:26][CH2:27][CH2:28][CH2:29][CH2:30][CH2:31][NH:32][C:33](=[O:47])[CH2:34][CH2:35][NH:36]C(OCC1C=CC=CC=1)=O)=[O:25])C1C=CC=CC=1.[C:48]([OH:51])(=[O:50])[CH3:49].[H][H].CCOCC>C(O)C.[C].[Pd]>[C:48]([OH:51])(=[O:50])[CH3:49].[OH:8][C:9]1[CH:14]=[C:13]([OH:15])[CH:12]=[CH:11][C:10]=1[CH2:23][C:24]([NH:26][CH2:27][CH2:28][CH2:29][CH2:30][CH2:31][NH:32][C:33](=[O:47])[CH2:34][CH2:35][NH2:36])=[O:25] |f:5.6,7.8|. Procedure: To a solution (20 ml) of 1-(2,4-dibenzyloxyphenylacetyl)amino-5-(3-benzyloxycarbonylaminopropionyl)aminopentane (440 mg) in ethanol are added 10 % palladiumcarbon (70 mg) and acetic acid (0.01 ml) and catalytic reduction is conducted in a hydrogen stream at room temperature under atmospheric pressure. After four hours, the catalyst is removed by filtration and the filtrate is concentrated under reduced pressure. To the glass-like product obtained is added ether to digest into powder. The resulti...